Task: describe an organic reaction: reactants, conditions, products, and yield. Dataset: the Open Reaction Database (ORD), a public repository of structured organic reaction records Starting materials: COC(=O)C=1SC(=C(C1)[N+](=O)[O-])C (5-methyl-4-nitro-thiophene-2-carboxylic acid methyl ester). The reagents and catalysts are [Ni] (nickel). Solvent: CO (methanol). Product: COC(=O)C=1SC(=C(C1)N)C (5-methyl-4-amino-thiophene-2-carboxylic acid methyl ester). Yield: 98.4%. RXN SMILES: [CH3:1][O:2][C:3]([C:5]1[S:6][C:7]([CH3:13])=[C:8]([N+:10]([O-])=O)[CH:9]=1)=[O:4]>CO.[Ni]>[CH3:1][O:2][C:3]([C:5]1[S:6][C:7]([CH3:13])=[C:8]([NH2:10])[CH:9]=1)=[O:4]. Procedure: Sponge nickel (1.0 g water wet) was added to a solution of 5-methyl-4-nitro-thiophene-2-carboxylic acid methyl ester (1.79 g, 8.9 mmol) in methanol (50 mL), and the mixture was hydrogenated at room temperature under a hydrogen atmosphere at a starting pressure of 50 psi. After a reaction time of 25 hours, the pressure was released and the mixture filtered. The slurry was rinsed with methanol, and the filtrate was stripped of solvent under reduced pressure to afford 1.5 g of 5-methyl-4-amino-thio...